This data is from the Open Reaction Database (ORD), a public repository of structured organic reaction records. The task is: describe an organic reaction: reactants, conditions, products, and yield Starting materials: C(=O)C=1N(C(=CN1)C1=NC(=NC=C1)NC1=CC=C(C=C1)S(N(COCC[Si](C)(C)C)CCOC)(=O)=O)C(C)C (4-(2-formyl-1-isopropylimidazol-5-yl)-2-{4-[N-(2-methoxyethyl)-N-(2-trimethylsilylethoxymethyl)sulphamoyl]anilino}pyrimidine), C(CCC)[Li] (n-Butyl lithium), solution. Reagents/catalysts: [I-].C(C)[P+](C1=CC=CC=C1)(C1=CC=CC=C1)C1=CC=CC=C1 (ethyl triphenylphosphonium iodide). Run in C1CCOC1 (THF), CCCCCC (hexane), C1CCOC1 (THF). Conditions: time 18 hour. Product: C(=CC)C=1N(C(=CN1)C1=NC(=NC=C1)NC1=CC=C(C=C1)S(NCCOC)(=O)=O)C(C)C (4-[2-(Prop-1-enyl)-1-(isopropyl)imidazol-5-yl]-2-{4-[N-(2-methoxyethyl)sulphamoyl]anilino}pyrimidine). Reaction SMILES: [CH2:1]([Li])[CH2:2][CH2:3][CH3:4].C(C1[N:9]([CH:42]([CH3:44])[CH3:43])[C:10]([C:13]2[CH:18]=[CH:17][N:16]=[C:15]([NH:19][C:20]3[CH:25]=[CH:24][C:23]([S:26](=[O:41])(=[O:40])[N:27]([CH2:36][CH2:37][O:38][CH3:39])COCC[Si](C)(C)C)=[CH:22][CH:21]=3)[N:14]=2)=[CH:11][N:12]=1)=O>CCCCCC.[I-].C([P+](C1C=CC=CC=1)(C1C=CC=CC=1)C1C=CC=CC=1)C.C1COCC1>[CH:2]([C:1]1[N:9]([CH:42]([CH3:44])[CH3:43])[C:10]([C:13]2[CH:18]=[CH:17][N:16]=[C:15]([NH:19][C:20]3[CH:21]=[CH:22][C:23]([S:26](=[O:40])(=[O:41])[NH:27][CH2:36][CH2:37][O:38][CH3:39])=[CH:24][CH:25]=3)[N:14]=2)=[CH:11][N:12]=1)=[CH:3][CH3:4] |f:3.4|. Procedure details: n-Butyl lithium (656 μl of a 1.6 N solution in hexane, 1.05 mmol), was added dropwise to a solution of ethyl triphenylphosphonium iodide (437 mg, 1.05 mmol), in anhydrous THF (15 ml), under nitrogen at 0° C. A solution of 4-(2-formyl-1-isopropylimidazol-5-yl)-2-{4-[N-(2-methoxyethyl)-N-(2-trimethylsilylethoxymethyl)sulphamoyl]anilino}pyrimidine (Method 105; 300 mg, 0.523 mmol), in THF (5 ml), was then slowly added. The mixture was allowed to warm to ambient temperature and stirred for 18 hours. ... The reactants are NC1C(N(CCCCC1)CC(=O)OC(C)(C)C)=O (3-Amino-1-t-butoxycarbonylmethylperhydroazocin-2-one), Cl (HCl). Solvent: C(C)(=O)OCC (ethyl acetate). Yields the product Cl.NC1C(N(CCCCC1)CC(=O)O)=O (3-amino-1-carboxymethylperhydroazocin-2-one hydrochloride). Reaction SMILES: [NH2:1][CH:2]1[CH2:9][CH2:8][CH2:7][CH2:6][CH2:5][N:4]([CH2:10][C:11]([O:13]C(C)(C)C)=[O:12])[C:3]1=[O:18].[ClH:19]>C(OCC)(=O)C>[ClH:19].[NH2:1][CH:2]1[CH2:9][CH2:8][CH2:7][CH2:6][CH2:5][N:4]([CH2:10][C:11]([OH:13])=[O:12])[C:3]1=[O:18] |f:3.4|. Reported procedure: 3-Amino-1-t-butoxycarbonylmethylperhydroazocin-2-one is treated with 4N HCl in ethyl acetate to afford 3-amino-1-carboxymethylperhydroazocin-2-one hydrochloride. An aqueous solution of this hydrochloride and 3-5 equivalents of an α-ketoacid from Table III is adjusted to pH 6.5 with sodium hydroxide and treated with 3 equivalents of sodium cyanoborohydride for 18 hours. The product is absorbed on a strong acid ion exchange resin and eluted with 5% pyridine in water. Lyophilization affords the pro...